Dataset: the Open Reaction Database (ORD), a public repository of structured organic reaction records. Task: describe an organic reaction: reactants, conditions, products, and yield Starting materials: CON=C(C(=O)O)c1nsc(NC(=O)c2ccccc2)n1, CN. The product is CON=C(C(=O)O)c1nsc(N)n1. Reaction SMILES: [C:1](=[O:2])([c:3]1[cH:4][cH:5][cH:6][cH:7][cH:8]1)[NH:9][c:10]1[n:11][c:12]([C:15]([C:16](=[O:17])[OH:18])=[N:19][O:20][CH3:21])[n:13][s:14]1.[CH3:22][NH2:23]>>[NH2:9][c:10]1[n:11][c:12]([C:15]([C:16](=[O:17])[OH:18])=[N:19][O:20][CH3:21])[n:13][s:14]1. Starting materials: ClC1=CC=C(CNC2CCC(CC2)O)C=C1 (4-[N-(4-chlorobenzyl)-amino]-cyclohexanol), [OH-].[Na+] (sodium hydroxide), S(O)(O)(=O)=O (sulphuric acid), [Cr](=O)(=O)([O-])O[Cr](=O)(=O)[O-].[K+].[K+] (potassium dichromate). Solvent: ice water. Reaction conditions: temperature 50 celsius. The product is ClC1=CC=C(CNC2CCC(CC2)=O)C=C1 (4-[N-(4-Chloro-benzyl)-amino]-cyclohexanone). As a reaction SMILES: [Cl:1][C:2]1[CH:16]=[CH:15][C:5]([CH2:6][NH:7][CH:8]2[CH2:13][CH2:12][CH:11]([OH:14])[CH2:10][CH2:9]2)=[CH:4][CH:3]=1.S(=O)(=O)(O)O.[Cr](O[Cr]([O-])(=O)=O)([O-])(=O)=O.[K+].[K+].[OH-].[Na+]>>[Cl:1][C:2]1[CH:16]=[CH:15][C:5]([CH2:6][NH:7][CH:8]2[CH2:9][CH2:10][C:11](=[O:14])[CH2:12][CH2:13]2)=[CH:4][CH:3]=1 |f:2.3.4,5.6|. Procedure details: 23.9 g (0.1 Mol) of 4-[N-(4-chlorobenzyl)-amino]-cyclohexanol are suspended in 125 ml of ice water and 32 ml of concentrated sulphuric acid are added. Then 29.4 g (0.1 Mol) of potassium dichromate are added in 2 batches and the mixture is heated for 5 hours at 50° C. It is then cooled, made alkaline with sodium hydroxide solution and extracted with chloroform. After concentration, a yellowish oily liquid is obtained. Starting materials: CC(C)(C)OC(=O)N1CC(F)(F)CC1(Cc1ccc(-c2ccc(F)cn2)cc1)C(=O)O, CN1CCOCC1, CCN=C=NCCCN(C)C, ClCCl, Cl, CCC(C)(C)CC(O)CN, Oc1cccc2[nH]nnc12. Product: CCC(C)(C)CC(O)CNC(=O)C1(Cc2ccc(-c3ccc(F)cn3)cc2)CC(F)(F)CN1C(=O)OC(C)(C)C. RXN SMILES: [C:8]([CH3:9])([CH3:10])([CH3:11])[O:12][C:13](=[O:14])[N:15]1[C:16]([C:17](=[O:18])[OH:19])([CH2:25][c:26]2[cH:27][cH:28][c:29](-[c:32]3[n:33][cH:34][c:35]([F:38])[cH:36][cH:37]3)[cH:30][cH:31]2)[CH2:20][C:21]([F:23])([F:24])[CH2:22]1.[CH3:1][N:2]1[CH2:3][CH2:4][O:5][CH2:6][CH2:7]1.[CH3:50][N:51]([CH3:52])[CH2:53][CH2:54][CH2:55][N:56]=[C:57]=[N:58][CH2:59][CH3:60].[Cl:71][CH2:72][Cl:73].[ClH:49].[NH2:39][CH2:40][CH:41]([CH2:42][C:43]([CH2:44][CH3:45])([CH3:46])[CH3:47])[OH:48].[OH:61][c:62]1[c:63]2[n:64][n:65][nH:66][c:67]2[cH:68][cH:69][cH:70]1>>[C:8]([CH3:9])([CH3:10])([CH3:11])[O:12][C:13](=[O:14])[N:15]1[C:16]([C:17](=[O:19])[NH:39][CH2:40][CH:41]([CH2:42][C:43]([CH2:44][CH3:45])([CH3:46])[CH3:47])[OH:48])([CH2:25][c:26]2[cH:27][cH:28][c:29](-[c:32]3[n:33][cH:34][c:35]([F:38])[cH:36][cH:37]3)[cH:30][cH:31]2)[CH2:20][C:21]([F:23])([F:24])[CH2:22]1.